From a dataset of the Open Reaction Database (ORD), a public repository of structured organic reaction records. describe an organic reaction: reactants, conditions, products, and yield The yield is 51.8%. Run at time 30 minute. Solvent: C(C)N(CC)CC (triethylamine), ClCCl (dichloromethane), C(Cl)(Cl)Cl (chloroform). RXN SMILES: [CH3:1][O:2][C:3]1[CH:4]=[C:5]2[C:10](=[CH:11][C:12]=1[O:13][CH3:14])[N:9]=[CH:8][CH:7]=[C:6]2[O:15][C:16]1[CH:22]=[CH:21][C:19]([NH2:20])=[C:18]([CH3:23])[C:17]=1[CH3:24].ClC(Cl)(O[C:29](=[O:35])OC(Cl)(Cl)Cl)Cl.[NH2:37][C:38]1[N:43]=[C:42]([CH3:44])[C:41]([Br:45])=[CH:40][CH:39]=1.CO>C(Cl)(Cl)Cl.C(N(CC)CC)C.ClCCl>[Br:45][C:41]1[CH:40]=[CH:39][C:38]([NH:37][C:29]([NH:20][C:19]2[CH:21]=[CH:22][C:16]([O:15][C:6]3[C:5]4[C:10](=[CH:11][C:12]([O:13][CH3:14])=[C:3]([O:2][CH3:1])[CH:4]=4)[N:9]=[CH:8][CH:7]=3)=[C:17]([CH3:24])[C:18]=2[CH3:23])=[O:35])=[N:43][C:42]=1[CH3:44]. The product is BrC=1C=CC(=NC1C)NC(=O)NC1=C(C(=C(C=C1)OC1=CC=NC2=CC(=C(C=C12)OC)OC)C)C (N-(5-Bromo-6-methyl-2-pyridyl)-N′-{4-[(6,7-dimethoxy-4-quinolyl)oxy]-2,3-dimethylphenyl}urea). Reactants: ClC(Cl)(OC(OC(Cl)(Cl)Cl)=O)Cl (triphosgene), CO (Methanol), COC=1C=C2C(=CC=NC2=CC1OC)OC1=C(C(=C(N)C=C1)C)C (4-[(6,7-Dimethoxy-4-quinolyl)oxy]-2,3-dimethyl-aniline), NC1=CC=C(C(=N1)C)Br (6-amino-3-bromo-2-methylpyridine). Procedure details: 4-[(6,7-Dimethoxy-4-quinolyl)oxy]-2,3-dimethyl-aniline (120 mg) was dissolved in chloroform (10 ml) and triethylamine (1 ml), and a solution of triphosgene (110 mg) in dichloromethane was then added to the solution. The mixture was stirred at room temperature for 30 min. Next, 6-amino-3-bromo-2-methylpyridine (208 mg) was added to the reaction solution, and the mixture was stirred at room temperature for 2 hr. Methanol was added to the reaction solution, and the solvent was removed by distillati... The reactants are S(=O)(Cl)Cl (Thionyl chloride), C1=CC=C(C=2OC3=C(C21)C=CC=C3)CO (Dibenzofuran-4-ylmethanol). The product is ClCC1=CC=CC2=C1OC1=C2C=CC=C1 (4-(chloromethyl) Dibenzofuran). RXN SMILES: S(Cl)([Cl:3])=O.[CH:5]1[C:13]2[C:12]3[CH:14]=[CH:15][CH:16]=[CH:17][C:11]=3[O:10][C:9]=2[C:8]([CH2:18]O)=[CH:7][CH:6]=1>>[Cl:3][CH2:18][C:8]1[C:9]2[O:10][C:11]3[CH:17]=[CH:16][CH:15]=[CH:14][C:12]=3[C:13]=2[CH:5]=[CH:6][CH:7]=1. Procedure: Thionyl chloride (6 ml) is added to a solution of Dibenzofuran-4-ylmethanol (0.9 g). The solution is refluxed for 1 hour. Excess of reagent is evaporated to yield 4-(chloromethyl) Dibenzofuran (0.97 g).